Dataset: the Open Reaction Database (ORD), a public repository of structured organic reaction records. Task: describe an organic reaction: reactants, conditions, products, and yield The reactants are CC(=O)c1ncc[nH]1, [Li]CCCC, CCCCCC, CC(C)NC(C)C, C1CCOC1, O=C1CCC(c2ccncc2)CC1. The product is CC(=O)C1CC(c2ccncc2)CCC1=O. RXN SMILES: [C:19]([CH3:20])(=[O:21])[c:22]1[nH:23][cH:24][cH:25][n:26]1.[CH2:1]([Li:2])[CH2:3][CH2:4][CH3:5].[CH3:39][CH2:40][CH2:41][CH2:42][CH2:43][CH3:44].[CH:32]([NH:33][CH:34]([CH3:35])[CH3:36])([CH3:37])[CH3:38].[O:27]1[CH2:28][CH2:29][CH2:30][CH2:31]1.[n:6]1[cH:7][cH:8][c:9]([CH:12]2[CH2:13][CH2:14][C:15](=[O:18])[CH2:16][CH2:17]2)[cH:10][cH:11]1>>[n:6]1[cH:7][cH:8][c:9]([CH:12]2[CH2:13][CH:14]([C:19]([CH3:20])=[O:21])[C:15](=[O:18])[CH2:16][CH2:17]2)[cH:10][cH:11]1. The reactants are COC(CCC1=CC(=CC=C1)CNCC=1C=CC2=C(CCO2)C1)=O (3-(3-{[(2,3-dihydro-benzofuran-5-ylmethyl)-amino]-methyl}-phenyl)-propionic acid methyl ester), C1(=CC=CC=C1)S(=O)(=O)Cl (benzenesulfonyl chloride). Solvent: C(C)N(CC)CC (triethylamine). Product: COC(CCC1=CC(=CC=C1)CN(CC=1C=CC2=C(CCO2)C1)S(=O)(=O)C1=CC=CC=C1)=O (3-(3-{[Benzenesulfonyl-(2,3-dihydro-benzofuran-5-ylmethyl)-amino]-methyl}-phenyl)-propionic acid methyl ester). RXN SMILES: [CH3:1][O:2][C:3](=[O:24])[CH2:4][CH2:5][C:6]1[CH:11]=[CH:10][CH:9]=[C:8]([CH2:12][NH:13][CH2:14][C:15]2[CH:16]=[CH:17][C:18]3[O:22][CH2:21][CH2:20][C:19]=3[CH:23]=2)[CH:7]=1.[C:25]1([S:31](Cl)(=[O:33])=[O:32])[CH:30]=[CH:29][CH:28]=[CH:27][CH:26]=1>C(N(CC)CC)C>[CH3:1][O:2][C:3](=[O:24])[CH2:4][CH2:5][C:6]1[CH:11]=[CH:10][CH:9]=[C:8]([CH2:12][N:13]([S:31]([C:25]2[CH:30]=[CH:29][CH:28]=[CH:27][CH:26]=2)(=[O:33])=[O:32])[CH2:14][C:15]2[CH:16]=[CH:17][C:18]3[O:22][CH2:21][CH2:20][C:19]=3[CH:23]=2)[CH:7]=1. Procedure details: The title compound of Step B was prepared following the method described in Step A of Example 1 from 3-(3-{[(2,3-dihydro-benzofuran-5-ylmethyl)-amino]-methyl}-phenyl)-propionic acid methyl ester, prepared in Step A of Example 12w, and benzenesulfonyl chloride using triethylamine in place of N,N-diisopropylethylamine. 1H NMR (400 MHz, CDCl3) δ 7.82 (m, 2H), 7.58-7.47 (m, 3H), 7.10 (m, 1H), 7.00 (d, 1H), 6.89 (s, 1H), 6.85 (d, 1H), 6.74 (s, 1H), 6.68 (d, 1H), 6.56 (d, 1H), 4.50 (t, 2H), 4.26 (s, 2... Solvent: C1=CC=CC=C1.O (benzene water). Reactants: OCCS(=O)(=O)C=1C=C(C=O)C=C(C1OCCC)OC (3-(2-hydroxyethylsulfonyl)-5-methoxy-4-propoxybenzaldehyde), COC=1C=C(C=C(C1OCOC)OC)C(CS)S (1-(3,5-dimethoxy-4-methoxymethoxyphenyl)-1,2-ethanedithiol), C1(=CC=C(C=C1)S(=O)(=O)[O-])C.[NH+]1=CC=CC=C1 (pyridinium para-toluene sulfonate), C1=CC=CC=C1 (benzene). RXN SMILES: [OH:1][CH2:2][CH2:3][S:4]([C:7]1[CH:8]=[C:9]([CH:12]=[C:13]([O:19][CH3:20])[C:14]=1[O:15][CH2:16][CH2:17][CH3:18])[CH:10]=O)(=[O:6])=[O:5].[CH3:21][O:22][C:23]1[CH:24]=[C:25]([CH:35]([SH:38])[CH2:36][SH:37])[CH:26]=[C:27]([O:33][CH3:34])[C:28]=1[O:29][CH2:30]OC.C1(C)C=CC(S([O-])(=O)=O)=CC=1.[NH+]1C=CC=CC=1.C1C=CC=CC=1>C1C=CC=CC=1.O>[OH:1][CH2:2][CH2:3][S:4]([C:7]1[CH:8]=[C:9]([C@H:10]2[S:38][C@H:35]([C:25]3[CH:24]=[C:23]([O:22][CH3:21])[C:28]([O:29][CH3:30])=[C:27]([O:33][CH3:34])[CH:26]=3)[CH2:36][S:37]2)[CH:12]=[C:13]([O:19][CH3:20])[C:14]=1[O:15][CH2:16][CH2:17][CH3:18])(=[O:6])=[O:5] |f:2.3,5.6|. Procedure details: 1-(3-(2-hydroxyethylsulfonyl)-5-methoxy-4-propoxybenzaldehyde (54) (FIG. 24) (0.88 g,2.91 mmole), 1-(3,4,5-trimethoxyphenyl)-1,2-ethanedithiol (39) (FIG. 19) (0.947 g, 3.64 mmole) and 0.365 g of pyridinium para-toluene sulfonate was added to 120 ml dry benzene and refluxed with Dean-Stark removal of the benzene- water azeotrope for 24 hours. The benzene was removed in vacuo, and the remaining oil redissolved in dichloromethane. The organic layer was washed with 10% NaHCO3 and H2O. The organic la... Product: OCCS(=O)(=O)C=1C=C(C=C(C1OCCC)OC)[C@@H]1SC[C@H](S1)C1=CC(=C(C(=C1)OC)OC)OC (trans2-(3-(2-hydroxyethylsulfonyl)-5-methoxy-4-propoxyphenyl)-4-(3,4,5-trimethoxyphenyl)-1,3-dithiolane). Starting materials: N1C(=NC=C1)C(=O)OCC (ethyl imidazole-2-carboxylate), BrC1C(C2=CC=CC(=C2C1)C#N)=O (2-bromo-4-cyano-1-indanone). The solvent is ClCCl (dichloromethane). Conditions: temperature 130 celsius. Yields the product C(#N)C1=C2CC(C(C2=CC=C1)=O)N1C(=NC=C1)C(=O)OCC (ethyl 1-[(4-cyano-1-oxoindan-2-yl)]imidazole-2-carboxylate). Isolated yield 35.3%. RXN SMILES: [NH:1]1[CH:5]=[CH:4][N:3]=[C:2]1[C:6]([O:8][CH2:9][CH3:10])=[O:7].Br[CH:12]1[CH2:20][C:19]2[C:14](=[CH:15][CH:16]=[CH:17][C:18]=2[C:21]#[N:22])[C:13]1=[O:23]>ClCCl>[C:21]([C:18]1[CH:17]=[CH:16][CH:15]=[C:14]2[C:19]=1[CH2:20][CH:12]([N:1]1[CH:5]=[CH:4][N:3]=[C:2]1[C:6]([O:8][CH2:9][CH3:10])=[O:7])[C:13]2=[O:23])#[N:22]. Reported procedure: Ethyl 1-[(4-cyano-1-oxoindan-2-yl)]imidazole-2-carboxylate can be obtained in the following way: a mixture of 3.92 g of ethyl imidazole-2-carboxylate and 3.4 g of 2-bromo-4-cyano-1-indanone is heated at 130° C. for 20 minutes, cooled to 20° C. and dissolved in 20 ml of dichloromethane. The mixture is then concentrated to dryness under reduced pressure (15 mm Hg; 2 kPa) at 40° C. The residue thus obtained is purified by flash chromatography on a silica column, under a nitrogen stream at medium pr... Reactants: IC=1C=C2C=CC(=NC2=CC1)N (6-Iodo-quinolin-2-ylamine), ClCC(C)=O (chloroacetone), C([O-])(O)=O.[Na+] (sodium bicarbonate). Reagents/catalysts: [I-].C(CCC)[N+](CCCC)(CCCC)CCCC (tetrabutylammonium iodide). Solvent: O1CCOCC1 (1,4-dioxane), O (water). The product is IC=1C=C2C=CC=3N(C2=CC1)C=C(N3)C (7-Iodo-2-methyl-imidazo[1,2-a]quinoline). As a reaction SMILES: [I:1][C:2]1[CH:3]=[C:4]2[C:9](=[CH:10][CH:11]=1)[N:8]=[C:7]([NH2:12])[CH:6]=[CH:5]2.Cl[CH2:14][C:15](=O)[CH3:16].C(=O)(O)[O-].[Na+]>[I-].C([N+](CCCC)(CCCC)CCCC)CCC.O1CCOCC1.O>[I:1][C:2]1[CH:3]=[C:4]2[C:9](=[CH:10][CH:11]=1)[N:8]1[CH:14]=[C:15]([CH3:16])[N:12]=[C:7]1[CH:6]=[CH:5]2 |f:2.3,4.5|. Procedure details: 6-Iodo-quinolin-2-ylamine (270 mg, 1.0 mmol), chloroacetone (111 mg, 1.2 mmol), sodium bicarbonate (252 mg, 3.0 mmol), and catalytic tetrabutylammonium iodide were dissolved in 1,4-dioxane and water, and stirred at 80° C. overnight. The reaction was cooled to room temperature and concentrated, and the residue was purified by preparative HPLC to give the desired compound, 1m.